Task: describe an organic reaction: reactants, conditions, products, and yield. Dataset: the Open Reaction Database (ORD), a public repository of structured organic reaction records The reactants are 1a, CC1=C(NC=C1)C(=O)O (3-methyl-1H-pyrrole-2-carboxylic acid), NC1=CC=CC=C1 (aniline). Product: CC1=C(NC=C1)C(=O)NC1=CC=CC=C1 (3-Methyl-N-phenyl-1H-pyrrole-2-carboxamide). The yield is 47.7%. RXN SMILES: [CH3:1][C:2]1[CH:6]=[CH:5][NH:4][C:3]=1[C:7]([OH:9])=O.[NH2:10][C:11]1[CH:16]=[CH:15][CH:14]=[CH:13][CH:12]=1>>[CH3:1][C:2]1[CH:6]=[CH:5][NH:4][C:3]=1[C:7]([NH:10][C:11]1[CH:16]=[CH:15][CH:14]=[CH:13][CH:12]=1)=[O:9]. Reported procedure: Prepared following the experimental method described in preparation 1a starting from 1.38 g (11.3 mmol) of 3-methyl-1H-pyrrole-2-carboxylic acid and 1.13 g (12.13 mmol) of aniline. After purification by flash chromatography (0-40% AcOEt in hexane), 1.08 g (49% yield) of the title compound were obtained as a white solid. Reactants: BrC1=CC=CC(=N1)C1=NC(=CC=C1)C1=C(C(=CC=C1)OC)O (6-bromo-6′-(2-hydroxy-3-methoxyphenyl)-2,2′-bipyridine), C(C=C)C=1C=C(C(=C(C1)B(O)O)O)OC (5-allyl-2-hydroxy-3-methoxyphenylboronic acid). Product: OC1=C(C=CC=C1OC)C1=CC=CC(=N1)C1=NC(=CC=C1)C1=C(C(=CC(=C1)CC=C)OC)O (6-(2-Hydroxy-3-methoxyphenyl)-6′-(5-allyl-2-hydroxy-3-methoxyphenyl)-2,2′-bipyridine). Yield: 37.0%. Reaction SMILES: Br[C:2]1[N:7]=[C:6]([C:8]2[CH:13]=[CH:12][CH:11]=[C:10]([C:14]3[CH:19]=[CH:18][CH:17]=[C:16]([O:20][CH3:21])[C:15]=3[OH:22])[N:9]=2)[CH:5]=[CH:4][CH:3]=1.[CH2:23]([C:26]1[CH:27]=[C:28]([O:36][CH3:37])[C:29]([OH:35])=[C:30](B(O)O)[CH:31]=1)[CH:24]=[CH2:25]>>[OH:22][C:15]1[C:16]([O:20][CH3:21])=[CH:17][CH:18]=[CH:19][C:14]=1[C:10]1[N:9]=[C:8]([C:6]2[CH:5]=[CH:4][CH:3]=[C:2]([C:30]3[CH:31]=[C:26]([CH2:23][CH:24]=[CH2:25])[CH:27]=[C:28]([O:36][CH3:37])[C:29]=3[OH:35])[N:7]=2)[CH:13]=[CH:12][CH:11]=1. Procedure: 6-(2-Hydroxy-3-methoxyphenyl)-6′-(5-allyl-2-hydroxy-3-methoxyphenyl)-2,2′-bipyridine was prepared from 6-bromo-6′-(2-hydroxy-3-methoxyphenyl)-2,2′-bipyridine and 5-allyl-2-hydroxy-3-methoxyphenylboronic acid in 37% yield using method F; δH [2H6]-DMSO 13.53,(1H, s), 13.31,(1H, s), 8.35-8.20,(4H, m), 8.16,(2H, d), 7.70,(1H, s), 7.53,(1H, s), 7.09,(1H, d), 6.93,(2H, m), 6.05,(1H, m), 5.14,(1h, d), 5.06,(1H, d), 3.85,(6H, s), 3.40,(2H, d). Reactants: EtOAc hexanes, BrCC=1C=C(C(=O)OC)C=CC1 (methyl 3-bromomethylbenzoate), BrC=1C=C(C=CC1)C1(C(NC(N1)=O)=O)C (5-(3-Bromo-phenyl)-5-methyl-imidazolidine-2,4-dione), C([O-])([O-])=O.[K+].[K+] (potassium carbonate). Solvent: CN(C)C=O (DMF). Reaction conditions: time 18 hour. The product is COC(C1=CC(=CC=C1)CN1C(NC(C1=O)(C)C1=CC(=CC=C1)Br)=O)=O (3-[4-(3-Bromo-phenyl)-4-methyl-2,5-dioxo-imidazolidin-1-ylmethyl]-benzoic acid methyl ester). Yield: 107.2%. As a reaction SMILES: Br[CH2:2][C:3]1[CH:4]=[C:5]([CH:10]=[CH:11][CH:12]=1)[C:6]([O:8][CH3:9])=[O:7].[Br:13][C:14]1[CH:15]=[C:16]([C:20]2([CH3:27])[NH:24][C:23](=[O:25])[NH:22][C:21]2=[O:26])[CH:17]=[CH:18][CH:19]=1.C(=O)([O-])[O-].[K+].[K+]>CN(C=O)C>[CH3:9][O:8][C:6](=[O:7])[C:5]1[CH:10]=[CH:11][CH:12]=[C:3]([CH2:2][N:22]2[C:21](=[O:26])[C:20]([C:16]3[CH:17]=[CH:18][CH:19]=[C:14]([Br:13])[CH:15]=3)([CH3:27])[NH:24][C:23]2=[O:25])[CH:4]=1 |f:2.3.4|. Procedure details: In analogy to the literature (Moloney et al., J. Med. Chem. 1997, 40, 2347-2362), methyl 3-bromomethylbenzoate (4.75 g, 20.7 mmol) was added to a suspension of hydantoin 1 (5.0 g, 18.6 mmol) and potassium carbonate (3.1 g, 22.5 mmol) in DMF (75 mL) at 23° C. After 18 h, the reaction mixture was partitioned between water and EtOAc, and the aqueous layer extracted with EtOAc. The combined organic layers were washed with water (1×), NaHCO3 (1×), water (1×), brine (1×), then dried over MgSO4. After ... The reactants are O=C1CCC(=O)N1Br, O=C(OOC(=O)c1ccccc1)c1ccccc1, ClC(Cl)(Cl)Cl, CCOC(=O)C=C(C)Oc1ccccc1OCc1ccccc1. The product is CCOC(=O)C=C(CBr)Oc1ccccc1OCc1ccccc1. RXN SMILES: [Br:24][N:25]1[C:26](=[O:27])[CH2:28][CH2:29][C:30]1=[O:31].[C:32]([O:33][O:34][C:35](=[O:36])[c:37]1[cH:38][cH:39][cH:40][cH:41][cH:42]1)(=[O:43])[c:44]1[cH:45][cH:46][cH:47][cH:48][cH:49]1.[C:50]([Cl:51])([Cl:52])([Cl:53])[Cl:54].[CH2:1]([CH3:2])[O:3][C:4]([CH:5]=[C:6]([CH3:7])[O:8][c:9]1[c:10]([O:15][CH2:16][c:17]2[cH:18][cH:19][cH:20][cH:21][cH:22]2)[cH:11][cH:12][cH:13][cH:14]1)=[O:23]>>[CH2:1]([CH3:2])[O:3][C:4]([CH:5]=[C:6]([CH2:7][Br:24])[O:8][c:9]1[c:10]([O:15][CH2:16][c:17]2[cH:18][cH:19][cH:20][cH:21][cH:22]2)[cH:11][cH:12][cH:13][cH:14]1)=[O:23].